From a dataset of the Open Reaction Database (ORD), a public repository of structured organic reaction records. describe an organic reaction: reactants, conditions, products, and yield Starting materials: C([O-])(O)=O.[Na+] (sodium bicarbonate), C(#N)C1=NC=CC=C1OC=1C(=NC2=C(C=CC=C2C1)F)C (3-(2-cyano-pyridin-3-yloxy)-8-fluoro-2-methylquinoline), Cl (hydrochloric acid), C[Mg]Cl (methylmagnesium chloride). The solvent is O1CCCC1 (tetrahydrofuran), O1CCCC1 (tetrahydrofuran). Reaction conditions: time 2 hour. Product: CC1=NC2=C(C=CC=C2C=C1OC=1C(=NC=CC1)C(C)=O)F (1-[3-(2-methyl-8-fluoroquinolin-3-yloxy)-pyridin-2-yl]-ethanone). RXN SMILES: C([C:3]1[C:8]([O:9][C:10]2[C:11]([CH3:21])=[N:12][C:13]3[C:18]([CH:19]=2)=[CH:17][CH:16]=[CH:15][C:14]=3[F:20])=[CH:7][CH:6]=[CH:5][N:4]=1)#N.[CH3:22][Mg]Cl.Cl.[C:26](=[O:29])(O)[O-].[Na+]>O1CCCC1>[CH3:21][C:11]1[C:10]([O:9][C:8]2[C:3]([C:26](=[O:29])[CH3:22])=[N:4][CH:5]=[CH:6][CH:7]=2)=[CH:19][C:18]2[C:13](=[C:14]([F:20])[CH:15]=[CH:16][CH:17]=2)[N:12]=1 |f:3.4|. Procedure details: 2.51 g of 3-(2-cyano-pyridin-3-yloxy)-8-fluoro-2-methylquinoline were dissolved in 30 ml of dehydrated tetrahydrofuran. 3.6 ml of a 3 M tetrahydrofuran solution of methylmagnesium chloride were dropped therein while cooling with ice followed by stirring the reaction solution for 2 hours while continuing to cool with ice. Subsequently, the reaction solution was added to 1 N hydrochloric acid solution followed by neutralizing with aqueous sodium bicarbonate and then extracting with ethyl acetate. ... The reactants are ClC(C(=O)OC)C(=O)C (methyl 2-chloroacetoacetate), C(C)(=O)[O-].[NH4+] (ammonium acetate). Solvent: CO (methanol). The product is NC(=C(C(=O)OC)Cl)C (Methyl 3-amino-2-chloro-2-butenoate). The yield is 63.9%. Reaction SMILES: [Cl:1][CH:2]([C:7]([CH3:9])=O)[C:3]([O:5][CH3:6])=[O:4].C([O-])(=O)C.[NH4+:14]>CO>[NH2:14][C:7]([CH3:9])=[C:2]([Cl:1])[C:3]([O:5][CH3:6])=[O:4] |f:1.2|. Reported procedure: 50 g (0.33 mol) of methyl 2-chloroacetoacetate are reacted with 64 g (0.83 mol) of ammonium acetate in 100 ml of methanol and worked up in analogy to Example 2. Yield: 63.9% [GC]